Dataset: the Open Reaction Database (ORD), a public repository of structured organic reaction records. Task: describe an organic reaction: reactants, conditions, products, and yield Starting materials: C(C1=CC=CC=C1)C1CN(CCC1)CC(=O)C1=CC2=C(NC(N2)=O)C=C1 (5-(2-(3-benzylpiperidino)-1-oxoethyl)-2,3-dihydrobenzimidazol-2-one), N1C(NC2=C1C=CC=C2)=O (2,3-dihydrobenzimidazol-2-one), ClCC(=O)Cl (chloroacetyl chloride). The product is ClCC(=O)C1=CC2=C(NC(N2)=O)C=C1 (5-chloroacetyl-2,3-dihydrobenzimidazol-2-one). RXN SMILES: C(C1CCCN([CH2:14][C:15]([C:17]2[CH:26]=[CH:25][C:20]3[NH:21][C:22](=[O:24])[NH:23][C:19]=3[CH:18]=2)=[O:16])C1)C1C=CC=CC=1.N1C2C=CC=CC=2NC1=O.[Cl:37]CC(Cl)=O>>[Cl:37][CH2:14][C:15]([C:17]1[CH:26]=[CH:25][C:20]2[NH:21][C:22](=[O:24])[NH:23][C:19]=2[CH:18]=1)=[O:16]. Procedure: from 5-(2-(3-benzylpiperidino)-1-oxoethyl)-2,3-dihydrobenzimidazol-2-one ("K"; obtainable by reaction of 2,3-dihydrobenzimidazol-2-one with chloroacetyl chloride to give 5-chloroacetyl-2,3-dihydrobenzimidazol-2-one ("L"), then reaction with 3-benzylpiperidine): Product: CCCOCC1CN(C2=Nc3ccccc3Nc3sc(C)cc32)CCN1C. Reactants: C=CCOCC1CN(C2=Nc3ccccc3Nc3sc(C)cc32)CCN1C, CCO, [OH-], [OH-], [Pd+2]. Reaction SMILES: [CH2:1]([CH:2]=[CH2:3])[O:4][CH2:5][CH:6]1[CH2:7][N:8]([C:13]2=[N:14][c:15]3[c:16]([cH:24][cH:25][cH:26][cH:27]3)[NH:17][c:18]3[s:19][c:20]([CH3:23])[cH:21][c:22]32)[CH2:9][CH2:10][N:11]1[CH3:12].[CH3:28][CH2:29][OH:30].[OH-:31].[OH-:33].[Pd+2:32]>>[CH2:1]([CH2:2][CH3:3])[O:4][CH2:5][CH:6]1[CH2:7][N:8]([C:13]2=[N:14][c:15]3[c:16]([cH:24][cH:25][cH:26][cH:27]3)[NH:17][c:18]3[s:19][c:20]([CH3:23])[cH:21][c:22]32)[CH2:9][CH2:10][N:11]1[CH3:12]. The reactants are OS(=O)(=O)O (H2SO4), O=C1NC2=C(CCN1C1CCN(CC1)C(=O)O[C@H](C(C1=CC(=C(C(=C1)Br)OCOCC[Si](C)(C)C)Br)=C=O)OC)C=CC=C2 ((R)-2-[3,5-dibromo-4-(2-trimethylsilanyl-ethoxymethoxy)-phenyl]-1-methoxy-carbonyl-ethyl 4-(2-oxo-1,2,4,5-tetrahydro-1,3-benzodiazepin-3-yl)-piperidine-1-carboxylate). Run in C1CCOC1 (THF), CO (MeOH). Run at time 6 hour. Product: O=C1NC2=C(CCN1C1CCN(CC1)C(=O)O[C@H](CC1=CC(=C(C(=C1)Br)O)Br)C(=O)OC)C=CC=C2 ((R)-2-(3,5-dibromo-4-hydroxy-phenyl)-1-methoxycarbonyl-ethyl 4-(2-oxo-1,2,4,5-tetrahydro-1,3-benzodiazepin-3-yl)-piperidine-1-carboxylate). RXN SMILES: OS(O)(=O)=O.[O:6]=[C:7]1[N:13]([CH:14]2[CH2:19][CH2:18][N:17]([C:20]([O:22][C@@H:23](OC)[C:24](=C=O)[C:25]3[CH:30]=[C:29]([Br:31])[C:28]([O:32]COCC[Si](C)(C)C)=[C:27]([Br:41])[CH:26]=3)=[O:21])[CH2:16][CH2:15]2)[CH2:12][CH2:11][C:10]2[CH:46]=[CH:47][CH:48]=[CH:49][C:9]=2[NH:8]1>C1COCC1.CO>[O:6]=[C:7]1[N:13]([CH:14]2[CH2:15][CH2:16][N:17]([C:20]([O:22][C@@H:23]([C:20]([O:22][CH3:23])=[O:21])[CH2:24][C:25]3[CH:26]=[C:27]([Br:41])[C:28]([OH:32])=[C:29]([Br:31])[CH:30]=3)=[O:21])[CH2:18][CH2:19]2)[CH2:12][CH2:11][C:10]2[CH:46]=[CH:47][CH:48]=[CH:49][C:9]=2[NH:8]1. Procedure details: Under a nitrogen atmosphere 5.46 mL methanolic H2SO4 (0.5 M) was added to a solution of 4.30 g (5.69 mmol) (R)-2-[3,5-dibromo-4-(2-trimethylsilanyl-ethoxymethoxy)-phenyl]-1-methoxy-carbonyl-ethyl 4-(2-oxo-1,2,4,5-tetrahydro-1,3-benzodiazepin-3-yl)-piperidine-1-carboxylate in 40 mL THF and 40 mL MeOH and the reaction solution was stirred for 6 h at RT. The reaction mixture was evaporated down i.vac. and the residue was further reacted without purification.